From a dataset of the Open Reaction Database (ORD), a public repository of structured organic reaction records. describe an organic reaction: reactants, conditions, products, and yield Reactants: CCCC[N+](CCCC)(CCCC)CCCC, C=Cc1ccncc1, [Cl-], CN1CCc2[nH]c3ccc(Cl)cc3c2CC1, [Na+], [OH-]. Yields the product CN1CCc2c(n(CCc3ccncc3)c3ccc(Cl)cc23)CC1. RXN SMILES: [CH2:28]([N+:29]([CH2:30][CH2:31][CH2:32][CH3:33])([CH2:34][CH2:35][CH2:36][CH3:37])[CH2:38][CH2:39][CH2:40][CH3:41])[CH2:42][CH2:43][CH3:44].[CH:17](=[CH2:18])[c:19]1[cH:20][cH:21][n:22][cH:23][cH:24]1.[Cl-:27].[Cl:1][c:2]1[cH:3][c:4]2[c:5]3[c:6]([nH:7][c:8]2[cH:9][cH:10]1)[CH2:11][CH2:12][N:13]([CH3:16])[CH2:14][CH2:15]3.[Na+:26].[OH-:25]>>[Cl:1][c:2]1[cH:3][c:4]2[c:5]3[c:6]([n:7]([CH2:18][CH2:17][c:19]4[cH:20][cH:21][n:22][cH:23][cH:24]4)[c:8]2[cH:9][cH:10]1)[CH2:11][CH2:12][N:13]([CH3:16])[CH2:14][CH2:15]3. Reactants: CC(CCCCBr)(COC1CCCCO1)c1ccccc1, CC(CO)(CCCCCBr)c1ccccc1, C1=COCCC1, O, Cc1ccc(S(=O)(=O)O)cc1. Yields the product CC(CCCCCBr)(COC1CCCCO1)c1ccccc1. Reaction SMILES: [Br:1][CH2:2][CH2:3][CH2:4][CH2:5][C:6]([CH2:7][O:8][CH:9]1[O:10][CH2:11][CH2:12][CH2:13][CH2:14]1)([c:15]1[cH:16][cH:17][cH:18][cH:19][cH:20]1)[CH3:21].[Br:22][CH2:23][CH2:24][CH2:25][CH2:26][CH2:27][C:28]([CH3:29])([c:30]1[cH:31][cH:32][cH:33][cH:34][cH:35]1)[CH2:36][OH:37].[CH2:38]1[CH2:39][CH:40]=[CH:41][O:42][CH2:43]1.[OH2:44].[c:45]1([CH3:46])[cH:47][cH:48][c:49]([S:50]([OH:51])(=[O:52])=[O:53])[cH:54][cH:55]1>>[CH2:2]([CH2:3][CH2:4][CH2:5][C:6]([CH2:7][O:8][CH:9]1[O:10][CH2:11][CH2:12][CH2:13][CH2:14]1)([c:15]1[cH:16][cH:17][cH:18][cH:19][cH:20]1)[CH3:21])[CH2:23][Br:22]. The reactants are ClCCl, O=C(O)C(F)(F)F, CC(C)(C)OC(=O)NCC1CCN(c2cccc3ccc(-c4nnc5cc(C(O)CO)ccn45)nc23)CC1. Product: NCC1CCN(c2cccc3ccc(-c4nnc5cc(C(O)CO)ccn45)nc23)CC1. As a reaction SMILES: [Cl:46][CH2:47][Cl:48].[F:39][C:40]([F:41])([F:42])[C:43]([OH:44])=[O:45].[OH:1][CH:2]([CH2:3][OH:4])[c:5]1[cH:6][c:7]2[n:8]([cH:9][cH:10]1)[c:11](-[c:14]1[n:15][c:16]3[c:17]([N:24]4[CH2:25][CH2:26][CH:27]([CH2:30][NH:31][C:32](=[O:33])[O:34][C:35]([CH3:36])([CH3:37])[CH3:38])[CH2:28][CH2:29]4)[cH:18][cH:19][cH:20][c:21]3[cH:22][cH:23]1)[n:12][n:13]2>>[OH:1][CH:2]([CH2:3][OH:4])[c:5]1[cH:6][c:7]2[n:8]([cH:9][cH:10]1)[c:11](-[c:14]1[n:15][c:16]3[c:17]([N:24]4[CH2:25][CH2:26][CH:27]([CH2:30][NH2:31])[CH2:28][CH2:29]4)[cH:18][cH:19][cH:20][c:21]3[cH:22][cH:23]1)[n:12][n:13]2. Reactants: BrC1=CC=C2CCNC(C2=C1)C (7-Bromo-1-methyl-1,2,3,4-tetrahydro-isoquinoline), B(O)O (boronic acid). The product is CC1NCCC2=CC=C(C=C12)C1=CC=NC=C1 (1-Methyl-7-pyridin-4-yl-1,2,3,4-tetrahydro-isoquinoline). Reaction SMILES: Br[C:2]1[CH:11]=[C:10]2[C:5]([CH2:6][CH2:7][NH:8][CH:9]2[CH3:12])=[CH:4][CH:3]=1.B(O)O>>[CH3:12][CH:9]1[C:10]2[C:5](=[CH:4][CH:3]=[C:2]([C:5]3[CH:10]=[CH:9][N:8]=[CH:7][CH:6]=3)[CH:11]=2)[CH2:6][CH2:7][NH:8]1. Procedure: In close analogy to the procedure described above, 7-Bromo-1-methyl-1,2,3,4-tetrahydro-isoquinoline is reacted with the corresponding boronic acid to provide the title compound. RXN SMILES: [CH2:2]([Al+:3][CH2:4][CH:5]([CH3:6])[CH3:7])[CH:8]([CH3:9])[CH3:10].[CH3:11][c:12]1[cH:13][cH:14][cH:15][cH:16][cH:17]1.[CH3:47][OH:48].[H-:1].[NH2:18][C:19](=[O:20])[NH:21][c:22]1[nH:23][c:24](-[c:30]2[cH:31][cH:32][c:33]([C:36](=[O:37])[O:38][CH2:39][CH3:40])[cH:34][cH:35]2)[cH:25][c:26]1[C:27](=[O:28])[NH2:29].[O:42]1[CH2:43][CH2:44][CH2:45][CH2:46]1.[OH2:41]>>[NH2:18][C:19](=[O:20])[NH:21][c:22]1[nH:23][c:24](-[c:30]2[cH:31][cH:32][c:33]([CH2:36][OH:37])[cH:34][cH:35]2)[cH:25][c:26]1[C:27](=[O:28])[NH2:29]. Yields the product NC(=O)Nc1[nH]c(-c2ccc(CO)cc2)cc1C(N)=O. The reactants are CC(C)C[Al+]CC(C)C, Cc1ccccc1, CO, [H-], CCOC(=O)c1ccc(-c2cc(C(N)=O)c(NC(N)=O)[nH]2)cc1, C1CCOC1, O. Starting materials: C1N(CC2=CC=CC=C12)[C@@H](C(=O)O)COC ((R)-2-(Isoindolin-2-yl)-3-methoxypropanoic acid), C(C1=CC=CC=C1)N (benzylamine), ClC(=O)OCC(C)C (isobutyl chloroformate), CN1CCOCC1 (N-methylmorpholine). Procedure: To the crude acid (R)-2-(Isoindolin-2-yl)-3-methoxypropanoic acid (FIG. 2, No. 5)(1.25 g, 5 mmol) in dry THF was added N-methylmorpholine (0.66 mL, 6.0 mmol) at −78° C. under an argon atmosphere. After 5 min, isobutyl chloroformate (0.78 mL, 6.0 mmol) was added and stirred for another 5 min. To this reaction mixture benzylamine (0.65 mL, 6.0 mmol) was added at −78° C. after which the reaction mixture was stirred at room temperature for 1 h. After completion of the reaction, the reaction mixture ... Run in C1CCOC1 (THF). RXN SMILES: [CH2:1]1[C:9]2[C:4](=[CH:5][CH:6]=[CH:7][CH:8]=2)[CH2:3][N:2]1[C@H:10]([CH2:14][O:15][CH3:16])[C:11]([OH:13])=O.CN1CCOCC1.ClC(OCC(C)C)=O.[CH2:32]([NH2:39])[C:33]1[CH:38]=[CH:37][CH:36]=[CH:35][CH:34]=1>C1COCC1>[CH2:32]([NH:39][C:11](=[O:13])[C@H:10]([N:2]1[CH2:1][C:9]2[C:4](=[CH:5][CH:6]=[CH:7][CH:8]=2)[CH2:3]1)[CH2:14][O:15][CH3:16])[C:33]1[CH:38]=[CH:37][CH:36]=[CH:35][CH:34]=1. Conditions: time 5 minute. Product: C(C1=CC=CC=C1)NC([C@@H](COC)N1CC2=CC=CC=C2C1)=O ((R)—N—Benzyl-2-(isoindolin-2-yl)-3-methoxypropanamide). The yield is 88.0%. Starting materials: ClC1=C(C(=O)O)C=CC(=N1)Cl (2,6-dichloro-nicotinic acid), [H-].[Na+] (NaH), FC(CO)F (2,2-difluoroethanol), C(Cl)Cl (DCM). Solvent: C1CCOC1 (THF), O (water). Reaction conditions: time 8 hour. Yields the product ClC1=NC(=C(C(=O)O)C=C1)OCC(F)F (6-Chloro-2-(2,2-difluoro-ethoxy)-nicotinic acid). Reaction SMILES: [H-].[Na+].[F:3][CH:4]([F:7])[CH2:5][OH:6].C(Cl)Cl.Cl[C:12]1[N:20]=[C:19]([Cl:21])[CH:18]=[CH:17][C:13]=1[C:14]([OH:16])=[O:15]>O.C1COCC1>[Cl:21][C:19]1[CH:18]=[CH:17][C:13]([C:14]([OH:16])=[O:15])=[C:12]([O:6][CH2:5][CH:4]([F:7])[F:3])[N:20]=1 |f:0.1|. Procedure: NaH (55% dispersion in oil; 5.0 g, 114.6 mmol) is added portionwise at 10° C. to 2,2-difluoroethanol (6.25 mL, 99.0 mmol), DCM (200 mL) and THF (75 mL). After 10 min 2,6-dichloro-nicotinic acid (5.0 g, 24.7 mmol) is added to the reaction mixture and it is stirred at rt overnight. Then water is added and it is concentrated. The residue is diluted with water and extracted with Et2O. Formic acid is added to the aqueous layers the precipitate is filtered off, washed with water and dried to give the ... Run at time 8 hour. Reported procedure: Equimolar amounts of 3(R,S)-amino-1,3-dihydro-1-ethoxycarbonylmethyl-5-(2-fluorophenyl)-2H-1,4-benzodiazepin-2-one and isoproplylisocyanate were mixed in 8 ml of dry tetrahydrofuran at room temperature. The reaction mixture was allowed to stand for 8 hours and was then filtered. The collected solids were washed with tetrahydrofuran and dried in vacuo over P2O5 to give the analytical product: m.p. 155°-157° C. RXN SMILES: [NH2:1][CH:2]1[N:8]=[C:7]([C:9]2[CH:14]=[CH:13][CH:12]=[CH:11][C:10]=2[F:15])[C:6]2[CH:16]=[CH:17][CH:18]=[CH:19][C:5]=2[N:4]([CH2:20][C:21]([O:23][CH2:24][CH3:25])=[O:22])[C:3]1=[O:26]>O1CCCC1>[CH2:24]([O:23][C:21](=[O:22])[CH2:20][N:4]1[C:5]2[CH:19]=[CH:18][CH:17]=[CH:16][C:6]=2[CH:7]([C:9]2[CH:14]=[CH:13][CH:12]=[CH:11][C:10]=2[F:15])[N:8]=[C:2]([NH:1][C:3]([NH:4][CH:5]([CH3:19])[CH3:6])=[O:26])[C:3]1=[O:26])[CH3:25]. Starting materials: NC1C(N(C2=C(C(=N1)C1=C(C=CC=C1)F)C=CC=C2)CC(=O)OCC)=O (3(R,S)-amino-1,3-dihydro-1-ethoxycarbonylmethyl-5-(2-fluorophenyl)-2H-1,4-benzodiazepin-2-one). Solvent: O1CCCC1 (tetrahydrofuran). Yields the product C(C)OC(CN1C(C(=NC(C2=C1C=CC=C2)C2=C(C=CC=C2)F)NC(=O)NC(C)C)=O)=O (5-(2-Fluorophenyl)-2,5-dihydro-3-((((1-methylethyl)amino)carbonyl)amino)-2-oxo-1H-1,4-benzodiazepine-1-acetic acid ethyl ester). Yields the product C(C=C)ON=C1C[C@H](N(C1)C(=O)NC(C1=CC=CC=C1)=O)C(=O)N1CCOCC1 ((2S,4EZ)-4[(allyloxy)imino]-N-benzoyl-2-(4-morpholinylcarbonyl)-1-pyrrolidinecarboxamide). Reported procedure: Following the general method as outlined in Example 22, starting from (2S,4EZ)-4-[(allyloxy)imino]-1-(tert-butoxycarbonyl)-2-pyrrolidinecarboxylic acid, benzoyl isocyanate, and morpholine the title compound was obtained in 46% purity by LC/MS. MS(ESI+): m/z=401.2. RXN SMILES: [CH2:1]([O:4][N:5]=[C:6]1[CH2:10][N:9]([C:11]([O:13]C(C)(C)C)=O)[C@H:8]([C:18]([OH:20])=O)[CH2:7]1)[CH:2]=[CH2:3].[C:21]([N:29]=C=O)(=[O:28])[C:22]1[CH:27]=[CH:26][CH:25]=[CH:24][CH:23]=1.[NH:32]1[CH2:37][CH2:36][O:35][CH2:34][CH2:33]1>>[CH2:1]([O:4][N:5]=[C:6]1[CH2:10][N:9]([C:11]([NH:29][C:21](=[O:28])[C:22]2[CH:23]=[CH:24][CH:25]=[CH:26][CH:27]=2)=[O:13])[C@H:8]([C:18]([N:32]2[CH2:37][CH2:36][O:35][CH2:34][CH2:33]2)=[O:20])[CH2:7]1)[CH:2]=[CH2:3]. Starting materials: C(C=C)ON=C1C[C@H](N(C1)C(=O)OC(C)(C)C)C(=O)O ((2S,4EZ)-4-[(allyloxy)imino]-1-(tert-butoxycarbonyl)-2-pyrrolidinecarboxylic acid), C(C1=CC=CC=C1)(=O)N=C=O (benzoyl isocyanate), N1CCOCC1 (morpholine). Starting materials: O1CCC(CC1)(C(=O)OCC)C(=O)OCC (Diethyl tetrahydro-2H-pyran-4,4-dicarboxylate), Cl (hydrochloric acid). Solvent: [OH-].[Na+] (sodium hydroxide). Reaction conditions: time 28 hour. The product is O1CCC(CC1)(C(=O)O)C(=O)O (tetrahydro-4H-pyran-4,4-dicarboxylic acid). Yield: 91.5%. Reaction SMILES: [O:1]1[CH2:6][CH2:5][C:4]([C:12]([O:14]CC)=[O:13])([C:7]([O:9]CC)=[O:8])[CH2:3][CH2:2]1.Cl>[OH-].[Na+]>[O:1]1[CH2:2][CH2:3][C:4]([C:7]([OH:9])=[O:8])([C:12]([OH:14])=[O:13])[CH2:5][CH2:6]1 |f:2.3|. Procedure details: Diethyl tetrahydro-2H-pyran-4,4-dicarboxylate (4.04 g, 20 mmol) is suspended in a 30% aqueous sodium hydroxide solution (10 mL), and the mixture is stirred at room temperature for 28 hours. The pH value of the reaction solution is adjusted to pH 1 with conc. hydrochloric acid, and the mixture is separated into water and ethyl acetate. The organic layer is dried over anhydrous sodium sulfate, and the solvent is evaporated. Ethyl acetate (30 mL) is added to the obtained crude product, and the mixt...